This data is from the Open Reaction Database (ORD), a public repository of structured organic reaction records. The task is: describe an organic reaction: reactants, conditions, products, and yield Reactants: CC(C)(C)c1ccc(O)c(C(C)(C)C)c1, CC[Al](CC)CC, C=C(C)C, CCCCCC. Product: CC(C)(C)c1cc(C(C)(C)C)c(O)c(C(C)(C)C)c1. As a reaction SMILES: [C:1]([CH3:2])([CH3:3])([CH3:4])[c:5]1[c:6]([OH:15])[cH:7][cH:8][c:9]([C:11]([CH3:12])([CH3:13])[CH3:14])[cH:10]1.[CH2:16]([Al:17]([CH2:18][CH3:19])[CH2:20][CH3:21])[CH3:22].[CH2:23]=[C:24]([CH3:25])[CH3:26].[CH3:27][CH2:28][CH2:29][CH2:30][CH2:31][CH3:32]>>[C:1]([CH3:2])([CH3:3])([CH3:4])[c:5]1[c:6]([OH:15])[c:7]([C:24]([CH3:23])([CH3:25])[CH3:26])[cH:8][c:9]([C:11]([CH3:12])([CH3:13])[CH3:14])[cH:10]1. Reactants: C(C=C)NC1=CC=C(C=C1)CC(=O)O (4-(allylamino)phenylacetic acid), C(=O)(OCC1=CC=CC=C1)Cl (carbobenzyloxy chloride), C(Cl)(Cl)Cl (chloroform), C([O-])([O-])=O.[Na+].[Na+] (sodium carbonate). The solvent is O (water). Reaction conditions: temperature 40 celsius, time 2 hour. Yields the product C(=O)(OCC1=CC=CC=C1)N(C1=CC=C(C=C1)CC(=O)Cl)CC=C (4-(N-carbobenzyloxy-allylamino)phenylacetyl chloride). Reaction SMILES: [CH2:1]([NH:4][C:5]1[CH:10]=[CH:9][C:8]([CH2:11][C:12]([OH:14])=O)=[CH:7][CH:6]=1)[CH:2]=[CH2:3].C(Cl)(Cl)[Cl:16].C(=O)([O-])[O-].[Na+].[Na+].[C:25](Cl)([O:27][CH2:28][C:29]1[CH:34]=[CH:33][CH:32]=[CH:31][CH:30]=1)=[O:26]>O>[C:25]([N:4]([CH2:1][CH:2]=[CH2:3])[C:5]1[CH:6]=[CH:7][C:8]([CH2:11][C:12]([Cl:16])=[O:14])=[CH:9][CH:10]=1)([O:27][CH2:28][C:29]1[CH:30]=[CH:31][CH:32]=[CH:33][CH:34]=1)=[O:26] |f:2.3.4|. Procedure: To 15 g. 4-(allylamino)phenylacetic acid in 200 ml. warm chloroform is added a solution of 12 g. sodium carbonate in 150 ml. water. To the vigorously stirred solution is added 10 g. carbobenzyloxy chloride. After 2 hours stirring at 40° C., the layers are separated, washed three times with 1N hydrochloric acid, dried, and evaorated to an oil. The oil is dissolved in 300 ml. toluene, treated with 15 ml. thionyl chloride and the solution is refluxed for 5 hours. The solvents are evaporated and the... Reactants: C(C)(C)(C)OC(C(CC(=O)O)N1C2SC(NC2C1=O)(C)C)=O (α-(3,3-dimethyl-7-oxo-4-thia-2,6-diaza-6-bicyclo[3,2,0]heptyl)-α-(carboxymethyl)-acetic acid tert.-butyl ester), FC(C(=O)O)(F)F (trifluoroacetic acid). Reaction conditions: time 18 hour. Product: COC(C(CC(=O)OC)N1C2SC(NC2C1=O)(C)C)=O (α-(3,3-dimethyl-7-oxo-4-thia-2,6-diaza-6-bicyclo[3,2,0]heptyl)-α-(carbomethoxymethyl)-acetic acid methyl ester), crude product. As a reaction SMILES: [C:1]([O:5][C:6](=[O:22])[CH:7]([N:12]1[C:18](=[O:19])[CH:17]2[CH:13]1[S:14][C:15]([CH3:21])([CH3:20])[NH:16]2)[CH2:8][C:9]([OH:11])=[O:10])(C)(C)C.F[C:24](F)(F)C(O)=O>>[CH3:1][O:5][C:6](=[O:22])[CH:7]([N:12]1[C:18](=[O:19])[CH:17]2[CH:13]1[S:14][C:15]([CH3:21])([CH3:20])[NH:16]2)[CH2:8][C:9]([O:11][CH3:24])=[O:10]. Procedure details: A mixture of 0.025 g of the isomer B of α-(3,3-dimethyl-7-oxo-4-thia-2,6-diaza-6-bicyclo[3,2,0]heptyl)-α-(carboxymethyl)-acetic acid tert.-butyl ester (Example 39) and 1 ml of trifluoroacetic acid is kept for 18 hours at 0°, is then evaporated under reduced pressure, and the residue containing the α-(3,3-dimethyl-7-oxo-4-thia-2,6-diaza-6-bicyclo[3,2,0]heptyl)-α-(carboxymethyl)-acetic acid, is taken up in 1 ml of dioxane and then mixed with an ether solution of diazomethane until saturated. After... The reactants are CN(C)[C@H]1[C@@H]2[C@H]([C@@H]3C(=C)C=4C(=CC=C(C4C(=O)C3=C([C@@]2(C(=O)C(=C1O)C(=O)N)O)O)O)Cl)O.C1=CC(=C(C=C1S(=O)(=O)O)C(=O)O)O (meclocycline sulfosalicylate), C[C@]1(C=2C=CC=C(C2C(=O)C3=C([C@]4([C@@H](C[C@@H]31)[C@@H](C(=C(C4=O)C(=O)N)O)N(C)C)O)O)O)O (tetracycline). Run in O (water). Product: CN(C)[C@H]1[C@@H]2[C@H]([C@@H]3C(=C)C=4C(=CC=C(C4C(=O)C3=C([C@@]2(C(=O)C(=C1O)C(=O)N)O)O)O)Cl)O (Meclocycline). Reaction SMILES: [CH3:1][N:2]([C@@H:4]1[C:24]([OH:25])=[C:23]([C:26]([NH2:28])=[O:27])[C:21](=[O:22])[C@:20]2([OH:29])[C@H:5]1[C@@H:6]([OH:33])[C@H:7]1[C:18](=[C:19]2[OH:30])[C:16](=[O:17])[C:15]2[C:14]([OH:31])=[CH:13][CH:12]=[C:11]([Cl:32])[C:10]=2[C:8]1=[CH2:9])[CH3:3].C1C(S(O)(=O)=O)=CC(C(O)=O)=C(O)C=1.C[C@]1(O)[C@@H]2C(=C(O)[C@]3(O)C(=O)C(C(N)=O)=C(O)[C@@H](N(C)C)[C@@H]3C2)C(=O)C2C(O)=CC=CC1=2>O>[CH3:1][N:2]([C@@H:4]1[C:24]([OH:25])=[C:23]([C:26]([NH2:28])=[O:27])[C:21](=[O:22])[C@:20]2([OH:29])[C@H:5]1[C@@H:6]([OH:33])[C@H:7]1[C:18](=[C:19]2[OH:30])[C:16](=[O:17])[C:15]2[C:14]([OH:31])=[CH:13][CH:12]=[C:11]([Cl:32])[C:10]=2[C:8]1=[CH2:9])[CH3:3] |f:0.1|. Reported procedure: A rapidly disintegrating tablet containing meclocycline sulfosalicylate is added to water. The tablet disintegrates and a second tablet containing a buffer is added to the solution to raise the pH so that the tetracycline rapidly dissolves. Starting materials: CCOC(=O)N1CCN(C(=O)C(CCC(=O)OC(C)(C)C)NC(=O)c2cc(Cl)nc(-c3ccccc3)n2)CC1, CCOC(=O)CN, C1CCOC1, Cl, O. The product is CCOC(=O)CNc1cc(C(=O)NC(CCC(=O)OC(C)(C)C)C(=O)N2CCN(C(=O)OCC)CC2)nc(-c2ccccc2)n1. RXN SMILES: [CH2:1]([CH3:2])[O:3][C:4](=[O:5])[N:6]1[CH2:7][CH2:8][N:9]([C:12]([CH:13]([CH2:14][CH2:15][C:16](=[O:17])[O:18][C:19]([CH3:20])([CH3:21])[CH3:22])[NH:23][C:24](=[O:25])[c:26]2[n:27][c:28](-[c:33]3[cH:34][cH:35][cH:36][cH:37][cH:38]3)[n:29][c:30]([Cl:32])[cH:31]2)=[O:39])[CH2:10][CH2:11]1.[CH2:41]([CH3:42])[O:43][C:44]([CH2:45][NH2:46])=[O:47].[CH2:49]1[O:50][CH2:51][CH2:52][CH2:53]1.[ClH:40].[OH2:48]>>[CH2:1]([CH3:2])[O:3][C:4](=[O:5])[N:6]1[CH2:7][CH2:8][N:9]([C:12]([CH:13]([CH2:14][CH2:15][C:16](=[O:17])[O:18][C:19]([CH3:20])([CH3:21])[CH3:22])[NH:23][C:24](=[O:25])[c:26]2[n:27][c:28](-[c:33]3[cH:34][cH:35][cH:36][cH:37][cH:38]3)[n:29][c:30]([NH:46][CH2:45][C:44]([O:43][CH2:41][CH3:42])=[O:47])[cH:31]2)=[O:39])[CH2:10][CH2:11]1. The reactants are FC(C(=O)O)(F)F.C(C)(C)N1N=CN=C1C1=CN2CCOC3=C(C2=N1)C=CC(=C3)C3CCNCC3 (2-(2-isopropyl-2H-[1,2,4]triazol-3-yl)-8-piperidin-4-yl-4,5-dihydro-6-oxa-1,3a-diaza-benzo[e]azulene trifluoroacetic acid salt), C([O-])([O-])=O.[K+].[K+] (potassium carbonate), BrCCOC (1-bromo-2-methoxy-ethane). The solvent is CN(C)C=O (DMF), C(Cl)Cl (DCM). Conditions: temperature 60 celsius, time 4 hour. The product is C(C)(C)N1N=CN=C1C=1N=C2N(CCOC3=C2C=CC(=C3)C3CCN(CC3)CCOC)C1 (2-(1-isopropyl-1H-1,2,4-triazol-5-yl)-9-(1-(2-methoxyethyl)piperidin-4-yl)-5,6-dihydrobenzo[f]imidazo[1,2-d][1,4]oxazepine). Yield: 47.5%. Reaction SMILES: FC(F)(F)C(O)=O.[CH:8]([N:11]1[C:15]([C:16]2[N:25]=[C:24]3[N:18]([CH2:19][CH2:20][O:21][C:22]4[CH:29]=[C:28]([CH:30]5[CH2:35][CH2:34][NH:33][CH2:32][CH2:31]5)[CH:27]=[CH:26][C:23]=43)[CH:17]=2)=[N:14][CH:13]=[N:12]1)([CH3:10])[CH3:9].C(=O)([O-])[O-].[K+].[K+].Br[CH2:43][CH2:44][O:45][CH3:46]>CN(C=O)C.C(Cl)Cl>[CH:8]([N:11]1[C:15]([C:16]2[N:25]=[C:24]3[C:23]4[CH:26]=[CH:27][C:28]([CH:30]5[CH2:35][CH2:34][N:33]([CH2:43][CH2:44][O:45][CH3:46])[CH2:32][CH2:31]5)=[CH:29][C:22]=4[O:21][CH2:20][CH2:19][N:18]3[CH:17]=2)=[N:14][CH:13]=[N:12]1)([CH3:10])[CH3:9] |f:0.1,2.3.4|. Procedure: To a solution of 2-(2-isopropyl-2H-[1,2,4]triazol-3-yl)-8-piperidin-4-yl-4,5-dihydro-6-oxa-1,3a-diaza-benzo[e]azulene trifluoroacetic acid salt (300 mg, 0.61 mmol) in DMF (3.5 mL) were added potassium carbonate (290 mg, 2.10 mmol) and 1-bromo-2-methoxy-ethane (93 mg, 0.67 mmol). The resultant reaction mixture was stirred at 60° C. for 4 hours before being cooled to RT and diluted with DCM. The mixture was washed sequentially with sodium hydrogen carbonate solution (sat. aq.), water and brine the...